Dataset: the Open Reaction Database (ORD), a public repository of structured organic reaction records. Task: describe an organic reaction: reactants, conditions, products, and yield The reactants are CCCC(O)(CCc1ccccc1)CC(=O)OCC, CO, [Na+], [OH-]. The product is CCCC(O)(CCc1ccccc1)CC(=O)O. Reaction SMILES: [CH2:1]([CH3:2])[O:3][C:4]([CH2:5][C:6]([CH2:7][CH2:8][CH3:9])([CH2:10][CH2:11][c:12]1[cH:13][cH:14][cH:15][cH:16][cH:17]1)[OH:18])=[O:19].[CH3:22][OH:23].[Na+:21].[OH-:20]>>[O:3]=[C:4]([CH2:5][C:6]([CH2:7][CH2:8][CH3:9])([CH2:10][CH2:11][c:12]1[cH:13][cH:14][cH:15][cH:16][cH:17]1)[OH:18])[OH:19]. Starting materials: C1C(CC2=CC=CC=C12)C(=O)O (Indane-2-carboxylic Acid), ClC1=CC=C2C(=CNC2=C1Cl)C=1CCNCC1 (6,7-dichloro-3-(1,2,3,6-tetrahydropyridin-4-yl)-1H-indole). Product: ClC=1C=CC=C2C(=CNC12)C=1CCN(CC1)C(=O)C1CC2=CC=CC=C2C1 (7-Chloro-3-[1-[(indan-2-yl)carbonyl]-1,2,3,6-tetrahydopyrid-4-yl]-1H-indole). RXN SMILES: [CH2:1]1[C:9]2[C:4](=[CH:5][CH:6]=[CH:7][CH:8]=2)[CH2:3][CH:2]1[C:10]([OH:12])=O.Cl[C:14]1[C:22]([Cl:23])=[C:21]2[C:17]([C:18]([C:24]3[CH2:25][CH2:26][NH:27][CH2:28][CH:29]=3)=[CH:19][NH:20]2)=[CH:16][CH:15]=1>>[Cl:23][C:22]1[CH:14]=[CH:15][CH:16]=[C:17]2[C:21]=1[NH:20][CH:19]=[C:18]2[C:24]1[CH2:25][CH2:26][N:27]([C:10]([CH:2]2[CH2:1][C:9]3[C:4](=[CH:5][CH:6]=[CH:7][CH:8]=3)[CH2:3]2)=[O:12])[CH2:28][CH:29]=1. Procedure: Prepared from 9a and 6,7-dichloro-3-(1,2,3,6-tetrahydropyridin-4-yl)-1H-indole. The reactants are COC1(CC(C1)(C(=O)OC(C)C)C(=O)OC(C)C)OC (Diisopropyl 3,3-dimethoxy-cyclobutane-1,1-dicarboxylate), CCOCC (ether), [H-].[Al+3].[Li+].[H-].[H-].[H-] (Lithium aluminum hydride), CCOCC (ether), C(C)OCC (diethyl ether). Product: OCC1C(CC1)(OC)OC (hydroxymethyl -dimethoxycyclobutane). Yield: 41.0%. RXN SMILES: [CH3:1][O:2][C:3]1([O:19][CH3:20])[CH2:6][C:5](C(OC(C)C)=O)(C(OC(C)C)=O)[CH2:4]1.[H-].[Al+3].[Li+].[H-].[H-].[H-].[CH2:27]([O:29]CC)C>>[OH:29][CH2:27][CH:6]1[CH2:5][CH2:4][C:3]1([O:2][CH3:1])[O:19][CH3:20] |f:1.2.3.4.5.6|. Reported procedure: Diisopropyl 3,3-dimethoxy-cyclobutane-1,1-dicarboxylate (6.0 g, 20.8 mmol), prepared as described by P. E Pigou and C. H Schiesser, J Org Chem, 53, 3841-3 (1988), was dissolved in 200 mL of anhydrous diethyl ether and the ether solution was cooled to 0° C. with stirring under a nitrogen atmosphere. Lithium aluminum hydride (1.6 g, 42 mmol) was added to the ether solution in portions and the reaction mixture was stirred at 0° C. for 0.5 h. The reaction was then quenched by the addition of 1.6 mL ... As a reaction SMILES: [CH2:31]([NH:32][CH2:33][CH3:34])[CH3:35].[CH3:21][O:22][c:23]1[cH:24][c:25]([C:29]#[CH:30])[cH:26][cH:27][cH:28]1.[CH3:36][N:37]([CH3:38])[CH:39]=[O:40].[Cl:1][c:2]1[cH:3][cH:4][cH:5][c:6]2[c:7]1[C:8](=[O:20])[N:9]1[CH:10]([c:11]3[n:12]-2[cH:13][n:14][c:15]3[I:16])[CH2:17][CH2:18][CH2:19]1.[Cu:82][I:83].[Pd:41]([Cl:42])[Cl:43].[c:44]1([P:45]([c:46]2[cH:47][cH:48][cH:49][cH:50][cH:51]2)[c:52]2[cH:53][cH:54][cH:55][cH:56][cH:57]2)[cH:58][cH:59][cH:60][cH:61][cH:62]1.[c:63]1([P:64]([c:65]2[cH:66][cH:67][cH:68][cH:69][cH:70]2)[c:71]2[cH:72][cH:73][cH:74][cH:75][cH:76]2)[cH:77][cH:78][cH:79][cH:80][cH:81]1>>[Cl:1][c:2]1[cH:3][cH:4][cH:5][c:6]2[c:7]1[C:8](=[O:20])[N:9]1[CH:10]([c:11]3[n:12]-2[cH:13][n:14][c:15]3[C:30]#[C:29][c:25]2[cH:24][c:23]([O:22][CH3:21])[cH:28][cH:27][cH:26]2)[CH2:17][CH2:18][CH2:19]1. Reactants: CCNCC, C#Cc1cccc(OC)c1, CN(C)C=O, O=C1c2c(Cl)cccc2-n2cnc(I)c2C2CCCN12, [Cu]I, Cl[Pd]Cl, c1ccc(P(c2ccccc2)c2ccccc2)cc1, c1ccc(P(c2ccccc2)c2ccccc2)cc1. Yields the product COc1cccc(C#Cc2ncn3c2C2CCCN2C(=O)c2c(Cl)cccc2-3)c1. The reactants are O (Water), C(=O)(O)CSC1=C(N(C2=CC=C(C=C12)O)CC1=CC=C(C=C1)Cl)CC(C(=O)OC)(C)C (Methyl 3-[3-carboxymethylthio-1-(4-chlorobenzyl)-5-hydroxyindol-2-yl]-2,2-dimethylpropanoate), B (borane). The solvent is C1CCOC1 (THF), C1CCOC1 (THF). Reaction conditions: time 1.5 hour. The product is ClC1=CC=C(CN2C(=C(C3=CC(=CC=C23)O)SCCO)CC(C(=O)OC)(C)C)C=C1 (Methyl 3-[1-(4-chlorobenzyl)-5-hydroxy-3-(2-hydroxyethylthio)indol-2-yl]-2,2-dimethylpropanoate). RXN SMILES: [C:1]([CH2:4][S:5][C:6]1[C:14]2[C:9](=[CH:10][CH:11]=[C:12]([OH:15])[CH:13]=2)[N:8]([CH2:16][C:17]2[CH:22]=[CH:21][C:20]([Cl:23])=[CH:19][CH:18]=2)[C:7]=1[CH2:24][C:25]([CH3:31])([CH3:30])[C:26]([O:28][CH3:29])=[O:27])(O)=[O:2].B.O>C1COCC1>[Cl:23][C:20]1[CH:19]=[CH:18][C:17]([CH2:16][N:8]2[C:9]3[C:14](=[CH:13][C:12]([OH:15])=[CH:11][CH:10]=3)[C:6]([S:5][CH2:4][CH2:1][OH:2])=[C:7]2[CH2:24][C:25]([CH3:31])([CH3:30])[C:26]([O:28][CH3:29])=[O:27])=[CH:22][CH:21]=1. Procedure details: To a solution of the acid from Step 4 (3.8 g, 8.23 mmol) in THF (200 mL) there was added 0.9M borane in THF (25 mL) and the mixture was stirred at r.t. for 1.5 hours. Water (25 mL) was added and the THF removed by evaporation. More H2O was added along with 2N HCl (15 mL) and the mixture was extracted with Et2O 3 times. These extracts were washed with H2O 4 times, dried and evaporated to leave a residue which was chromatographed on silica gel, eluting with a 1:1 mixture of hexane and EtOAc. The t... Reactants: FC1(CCN(CC1)C=1C2=C(N=C(N1)NC1=CC=C3C=NN(C3=C1)COCC[Si](C)(C)C)C=CO2)CN2C(C1=CC=CC=C1C2=O)=O (2-((4-fluoro-1-(2-(1-((2-(trimethylsilyl)ethoxy)methyl)-1H-indazol-6-ylamino)furo[3,2-d]pyrimidin-4-yl)piperidin-4-yl)methyl)isoindoline-1,3-dione), ClC=1N=C(C2=C(N1)C=CO2)Cl (2,4-dichlorofuro[3,2-d]pyrimidine), C[Si](CCOCN1N=CC2=CC=C(C=C12)N)(C)C (1-((2-(trimethylsilyl)ethoxy)methyl)-1H-indazol-6-amine), C[Si](CCOCN1N=CC2=CC=C(C=C12)N)(C)C (1-((2-(trimethylsilyl)ethoxy)methyl)-1H-indazol-6-amine), O.NN (hydrazine hydrate), C(C=1C(C(=O)N)=CC=CC1)(=O)N (phthalamide). Run in CO (MeOH). Reaction conditions: temperature 70 celsius, time 30 minute. Yields the product NCC1(CCN(CC1)C=1C2=C(N=C(N1)NC1=CC=C3C=NN(C3=C1)COCC[Si](C)(C)C)C=CO2)F (4-(4-(aminomethyl)-4-fluoropiperidin-1-yl)-N-(1-((2-(trimethylsilyl)ethoxy)methyl)-1H-indazol-6-yl)furo[3,2-d]pyrimidin-2-amine). Isolated yield 100.0%. As a reaction SMILES: [F:1][C:2]1([CH2:35][N:36]2C(=O)C3C(=CC=CC=3)C2=O)[CH2:7][CH2:6][N:5]([C:8]2[C:9]3[O:34][CH:33]=[CH:32][C:10]=3[N:11]=[C:12]([NH:14][C:15]3[CH:23]=[C:22]4[C:18]([CH:19]=[N:20][N:21]4[CH2:24][O:25][CH2:26][CH2:27][Si:28]([CH3:31])([CH3:30])[CH3:29])=[CH:17][CH:16]=3)[N:13]=2)[CH2:4][CH2:3]1.C(N)(=O)C1C(=CC=CC=1)C(N)=O.ClC1N=C(Cl)C2OC=CC=2N=1.C[Si](C)(C)CCOCN1C2C(=CC=C(N)C=2)C=N1.O.NN>CO>[NH2:36][CH2:35][C:2]1([F:1])[CH2:7][CH2:6][N:5]([C:8]2[C:9]3[O:34][CH:33]=[CH:32][C:10]=3[N:11]=[C:12]([NH:14][C:15]3[CH:23]=[C:22]4[C:18]([CH:19]=[N:20][N:21]4[CH2:24][O:25][CH2:26][CH2:27][Si:28]([CH3:31])([CH3:29])[CH3:30])=[CH:17][CH:16]=3)[N:13]=2)[CH2:4][CH2:3]1 |f:4.5|. Procedure: A mixture of 2-((4-fluoro-1-(2-(1-((2-(trimethylsilyl)ethoxy)methyl)-1H-indazol-6-ylamino)furo[3,2-d]pyrimidin-4-yl)piperidin-4-yl)methyl)isoindoline-1,3-dione (0.510 g, 0.795 mmol, prepared using W from Preparation #X.1, V, U with phthalamide, G, A with 2,4-dichlorofuro[3,2-d]pyrimidine [ArkPharm] and B with 1-((2-(trimethylsilyl)ethoxy)methyl)-1H-indazol-6-amine [WO 2010/027500 Intermediate 21, Step C]) in MeOH (20 mL) was treated with hydrazine hydrate (0.190 mL, 2.50 mmol). The mixture was h... Reactants: C(CC(O)(C(=O)O)CC(=O)O)(=O)O (citric acid), C(CCC)[Li].CCCCCC (normal butyllithium normal hexane), Cl (hydrochloric acid), O=C1N(CCC1)C(=O)OCC1C2=CC=CC=C2C=2C=CC=CC12 ((9H-fluoren-9-yl)methyl 2-oxopyrrolidine-1-carboxylate), NC1=CC=CC=C1 (aniline), O.C1(=CC=C(C=C1)S(=O)(=O)O)C (p-toluenesulfonic acid monohydrate), COCC(=O)Cl (methoxyacetic acid chloride). The solvent is C1(=CC=CC=C1)C (toluene), O1CCCC1 (tetrahydrofuran), C1CCCCC1 (cyclohexane), C1(=CC=CC=C1)C (Toluene), O1CCCC1 (tetrahydrofuran), C1(=CC=CC=C1)C (toluene), O (water). Conditions: temperature -70 celsius, time 30 minute. The product is COCC(NC1=CC=CC=C1)=C1C(N(CC1)C(=O)OCC1C2=CC=CC=C2C=2C=CC=CC12)=O ((9H-fluoren-9-yl)methyl 3-(2-methoxy-1-(phenylamino)ethylidene)-2-oxopyrrolidine-1-carboxylate). Yield: 5.7%. As a reaction SMILES: C([Li])CCC.CCCCCC.[O:12]=[C:13]1[CH2:17][CH2:16][CH2:15][N:14]1[C:18]([O:20][CH2:21][CH:22]1[C:34]2[CH:33]=[CH:32][CH:31]=[CH:30][C:29]=2[C:28]2[C:23]1=[CH:24][CH:25]=[CH:26][CH:27]=2)=[O:19].[CH3:35][O:36][CH2:37][C:38](Cl)=O.Cl.[NH2:42][C:43]1[CH:48]=[CH:47][CH:46]=[CH:45][CH:44]=1.O.C1(C)C=CC(S(O)(=O)=O)=CC=1.C(O)(=O)CC(CC(O)=O)(C(O)=O)O>O1CCCC1.C1(C)C=CC=CC=1.C1CCCCC1.O>[CH3:35][O:36][CH2:37][C:38](=[C:17]1[CH2:16][CH2:15][N:14]([C:18]([O:20][CH2:21][CH:22]2[C:34]3[CH:33]=[CH:32][CH:31]=[CH:30][C:29]=3[C:28]3[C:23]2=[CH:24][CH:25]=[CH:26][CH:27]=3)=[O:19])[C:13]1=[O:12])[NH:42][C:43]1[CH:48]=[CH:47][CH:46]=[CH:45][CH:44]=1 |f:0.1,6.7|. Procedure details: Under a nitrogen stream, into a 500 mL four-mouthed flask were added 1,1,1,3,3,3-hexamethyldisilasane (27.44 g) [mw. 161.39, 170 mmol, 1.7 eq.] and tetrahydrofuran (78 mL), and the mixture was dissolved. After cooling to −70° C., 1.6 mol/L normal butyllithium/normal hexane solution (105 mL) [168 mmol, 1.7 eq.] was added within the range of −70-−60° C. After stirring at the same temperature for 30 min, a solution (50 mL) of (9H-fluoren-9-yl)methyl 2-oxopyrrolidine-1-carboxylate (30.56 g) [mw. 307... Reactants: C(C)(=O)Cl (acetyl chloride), FC(C=1C=C(OC2CN(C2)C(=O)N)C=CC1)(F)F (3-[3-(trifluoromethyl)phenoxy]-1-azetidinecarboxamide), C(C)(=O)OC=O (formic acetic anhydride), C(=O)[O-].[Na+] (sodium formate). Yields the product C(=O)NC(=O)N1CC(C1)OC1=CC(=CC=C1)C(F)(F)F (N-Formyl-3-[3-(trifluoromethyl)phenoxy]-1-azetidinecarboxamide). Run at time 54 hour. Reaction SMILES: [F:1][C:2]([F:18])([F:17])[C:3]1[CH:4]=[C:5]([CH:14]=[CH:15][CH:16]=1)[O:6][CH:7]1[CH2:10][N:9]([C:11]([NH2:13])=[O:12])[CH2:8]1.[C:19](OC=O)(=[O:21])C.C([O-])=O.[Na+].C(Cl)(=O)C>CCOCC>[CH:19]([NH:13][C:11]([N:9]1[CH2:8][CH:7]([O:6][C:5]2[CH:14]=[CH:15][CH:16]=[C:3]([C:2]([F:1])([F:17])[F:18])[CH:4]=2)[CH2:10]1)=[O:12])=[O:21] |f:2.3|. Isolated yield 61.0%. Procedure details: A mixture of 0.524 g (0.002 mole) of 3-[3-(trifluoromethyl)phenoxy]-1-azetidinecarboxamide and 1.5 ml of formic acetic anhydride (prepared by reacting sodium formate and acetyl chloride in ether at 23°-27° C. for 5.5 hr, filtering and evaporating off the ether) was stirred at room temperature for about 54 hr. The mixture was evaporated to dryness and the residue was partitioned between 7 ml methylene chloride and 2 ml water. The methylene chloride layer was separated, dried over sodium sulfate a... Run in CCOCC (ether). Reactants: C(CCO)O (1,3-propanediol), N(=NC(=O)N1CCCCC1)C(=O)N1CCCCC1 (1,1'-(azodicarbonyl)dipiperidine), BrC=1C=C(C=CC1)S(=O)(=O)OC=1C=C(C=C(C1)C)O (3-(3-bromophenylsulfonyloxy)-5-methylphenol), C(CCC)P(CCCC)CCCC (tri-n-butylphosphine). Run in O1CCCC1 (tetrahydrofuran), ClCCl (Dichloromethane), C(C)OCC (diethyl ether). Product: BrC=1C=C(C=CC1)S(=O)(=O)OC=1C=C(OCCCO)C=C(C1)C (3-[3-(3-Bromophenylsulfonyloxy)-5-methylphenoxy]propanol). The yield is 96.1%. RXN SMILES: [Br:1][C:2]1[CH:3]=[C:4]([S:8]([O:11][C:12]2[CH:13]=[C:14]([OH:19])[CH:15]=[C:16]([CH3:18])[CH:17]=2)(=[O:10])=[O:9])[CH:5]=[CH:6][CH:7]=1.[CH2:20](O)[CH2:21][CH2:22][OH:23].N(C(N1CCCCC1)=O)=NC(N1CCCCC1)=O.C(P(CCCC)CCCC)CCC>O1CCCC1.C(OCC)C.ClCCl>[Br:1][C:2]1[CH:3]=[C:4]([S:8]([O:11][C:12]2[CH:13]=[C:14]([CH:15]=[C:16]([CH3:18])[CH:17]=2)[O:19][CH2:20][CH2:21][CH2:22][OH:23])(=[O:9])=[O:10])[CH:5]=[CH:6][CH:7]=1. Reported procedure: To a cooled (0° C.) solution of 0.815 g (2.37 mmol) 3-(3-bromophenylsulfonyloxy)-5-methylphenol, as prepared in the preceding step, 0.51 mL (7.12 mmol) of 1,3-propanediol and 1.20 g (4.75 mmol) of 1,1'-(azodicarbonyl)dipiperidine in 15 mL of anhydrous tetrahydrofuran was added 1.18 mL (4.75 mmol) of tri-n-butylphosphine dropwise over 8 min. Dichloromethane (10 mL) was added to aid stirring. After stirring at ambient temperature for 5.5 h, the reaction mixture was diluted with 100 mL of diethyl e...